Dataset: the Open Reaction Database (ORD), a public repository of structured organic reaction records. Task: describe an organic reaction: reactants, conditions, products, and yield Reactants: [N+](=O)([O-])C1=C(C(=CC2=C1N(C(=N2)N(C)C)CC)C(F)(F)F)Cl (7-nitro-6-chloro-2-dimethylamino-1-ethyl-5-trifluoromethylbenzimidazole), C(OC)COC (dimethoxyethane). The reagents and catalysts are [Pt]=O (platinum oxide). Solvent: CO (methanol). Reaction conditions: time 3 hour. Yields the product NC1=C(C(=CC2=C1N(C(=N2)N(C)C)CC)C(F)(F)F)Cl (7-Amino-6-chloro-2-dimethylamino-1-ethyl-5-trifluoromethylbenzimidazole). Reaction SMILES: [N+:1]([C:4]1[C:9]2[N:10]([CH2:16][CH3:17])[C:11]([N:13]([CH3:15])[CH3:14])=[N:12][C:8]=2[CH:7]=[C:6]([C:18]([F:21])([F:20])[F:19])[C:5]=1[Cl:22])([O-])=O.C(COC)OC>[Pt]=O.CO>[NH2:1][C:4]1[C:9]2[N:10]([CH2:16][CH3:17])[C:11]([N:13]([CH3:14])[CH3:15])=[N:12][C:8]=2[CH:7]=[C:6]([C:18]([F:21])([F:20])[F:19])[C:5]=1[Cl:22]. Reported procedure: 7-nitro-6-chloro-2-dimethylamino-1-ethyl-5-trifluoromethylbenzimidazole (2 g.) in 50 ml. of a 50:50 mixture of dimethoxyethane and methanol was hydrogenated in the presence of 100 mg. of platinum oxide catalyst at an initial pressure of 40 psi. for 3 hours. Filtration to remove the catalyst was followed by solvent removal by evaporation under reduced pressure. The residue was passed through a silica gel column with chloroform as eluent to give 1.1 g. of the desired product melting at 99° - 100°C...